This data is from the Open Reaction Database (ORD), a public repository of structured organic reaction records. The task is: describe an organic reaction: reactants, conditions, products, and yield The reactants are C(C)(C)(C)OC(NCCC1=C(NC2=CC=C(C=C12)C(C)(C)C(NCOC)=O)C1=CC(=CC(=C1)C)C)=O ((2-{2-(3,5-dimethylphenyl)-5-[1-(methoxymethylcarbamoyl)-1-methyl-ethyl]-1H-indol-3-yl}ethyl)carbamic acid tert-butyl ester), [H-].[Al+3].[Li+].[H-].[H-].[H-] (lithium aluminum hydride). Run in O1CCCC1 (tetrahydrofuran). Conditions: time 1 hour. Yields the product C(C)(C)(C)OC(NCCC1=C(NC2=CC=C(C=C12)C(C=O)(C)C)C1=CC(=CC(=C1)C)C)=O ({2-[5-(1,1-Dimethyl-2-oxo-ethyl)-2-(3,5-dimethylphenyl)-1H-indol-3-yl]ethyl}carbamic acid tert-butyl ester). The yield is 97.1%. RXN SMILES: [C:1]([O:5][C:6](=[O:36])[NH:7][CH2:8][CH2:9][C:10]1[C:18]2[C:13](=[CH:14][CH:15]=[C:16]([C:19]([C:22](=[O:27])NCOC)([CH3:21])[CH3:20])[CH:17]=2)[NH:12][C:11]=1[C:28]1[CH:33]=[C:32]([CH3:34])[CH:31]=[C:30]([CH3:35])[CH:29]=1)([CH3:4])([CH3:3])[CH3:2].[H-].[Al+3].[Li+].[H-].[H-].[H-]>O1CCCC1>[C:1]([O:5][C:6](=[O:36])[NH:7][CH2:8][CH2:9][C:10]1[C:18]2[C:13](=[CH:14][CH:15]=[C:16]([C:19]([CH3:20])([CH3:21])[CH:22]=[O:27])[CH:17]=2)[NH:12][C:11]=1[C:28]1[CH:33]=[C:32]([CH3:34])[CH:31]=[C:30]([CH3:35])[CH:29]=1)([CH3:4])([CH3:2])[CH3:3] |f:1.2.3.4.5.6|. Reported procedure: To a solution of (2-{2-(3,5-dimethylphenyl)-5-[1-(methoxymethylcarbamoyl)-1-methyl-ethyl]-1H-indol-3-yl}ethyl)carbamic acid tert-butyl ester (296 mg in 5 mL dry tetrahydrofuran) at 0° C. was added 1.8 mL of a 1M lithium aluminum hydride solution in tetrahydrofuran and the mixture stirred at low temperature. After 1 hour, the reaction was quenched by the careful addition of 0.3M aqueous sodium bisulfate solution. The resulting mixture was extracted with ethyl acetate and the organic portion washe... Reactants: C([O-])(O)=O.[Na+] (sodium bicarbonate), FC(C(CC#C)(CCCC)O)F (4-difluoromethyl-4-hydroxy-1-octyne), ice, N1C=NC=C1 (imidazole), C[Si](Cl)(C)C (trimethylchlorosilane). Solvent: CN(C=O)C (dimethylformamide), CCCCCC (hexane). Product: FC(C(CC#C)(CCCC)O[Si](C)(C)C)F (4-Difluoromethyl-4-trimethylsiloxy-1-octyne). As a reaction SMILES: [F:1][CH:2]([F:12])[C:3]([OH:11])([CH2:7][CH2:8][CH2:9][CH3:10])[CH2:4][C:5]#[CH:6].N1C=CN=C1.[CH3:18][Si:19]([CH3:22])([CH3:21])Cl.C(=O)(O)[O-].[Na+]>CCCCCC.CN(C)C=O>[F:1][CH:2]([F:12])[C:3]([O:11][Si:19]([CH3:22])([CH3:21])[CH3:18])([CH2:7][CH2:8][CH2:9][CH3:10])[CH2:4][C:5]#[CH:6] |f:3.4|. Procedure details: A solution of 11.5 g. of 4-difluoromethyl-4-hydroxy-1-octyne and 11.32 g. of imidazole in 45 ml. of dimethylformamide is cooled in an ice bath under nitrogen. A 10.3 ml. portion of trimethylchlorosilane is added using a syringe over a 15 minute period. The mixture is stirred in the ice bath for one hour and then overnight at room temperature. The solution is diluted with hexane and then poured into saturated aqueous sodium bicarbonate solution. The hexane solution is separated, washed with aqueo... Yields the product CCC(NCc1ccc(NC(=O)c2cc(N(CC3CC3)C3CCCCC3)ncn2)cc1)C(=O)O. As a reaction SMILES: [CH2:41]1[O:42][CH2:43][CH2:44][CH2:45]1.[CH3:39][OH:40].[CH:1]1([N:7]([c:8]2[cH:9][c:10]([C:14](=[O:15])[NH:16][c:17]3[cH:18][cH:19][c:20]([CH2:21][NH:22][CH:23]([C:24](=[O:25])[O:26][CH3:27])[CH2:28][CH3:29])[cH:30][cH:31]3)[n:11][cH:12][n:13]2)[CH2:32][CH:33]2[CH2:34][CH2:35]2)[CH2:2][CH2:3][CH2:4][CH2:5][CH2:6]1.[ClH:38].[Na+:37].[OH-:36]>>[CH:1]1([N:7]([c:8]2[cH:9][c:10]([C:14](=[O:15])[NH:16][c:17]3[cH:18][cH:19][c:20]([CH2:21][NH:22][CH:23]([C:24](=[O:25])[OH:26])[CH2:28][CH3:29])[cH:30][cH:31]3)[n:11][cH:12][n:13]2)[CH2:32][CH:33]2[CH2:34][CH2:35]2)[CH2:2][CH2:3][CH2:4][CH2:5][CH2:6]1. Starting materials: C1CCOC1, CO, CCC(NCc1ccc(NC(=O)c2cc(N(CC3CC3)C3CCCCC3)ncn2)cc1)C(=O)OC, Cl, [Na+], [OH-]. Product: Cl, NC(=O)CCC(N)C(=O)NCCCc1ccccc1. Starting materials: CC(C)(C)OC(=O)NC(CCC(N)=O)C(=O)NCCCc1ccccc1, Cl, C1COCCO1, O. As a reaction SMILES: [C:1]([O:2][C:3](=[O:4])[NH:8][CH:9]([CH2:10][CH2:11][C:12](=[O:13])[NH2:14])[C:15](=[O:16])[NH:17][CH2:18][CH2:19][CH2:20][c:21]1[cH:22][cH:23][cH:24][cH:25][cH:26]1)([CH3:5])([CH3:6])[CH3:7].[ClH:34].[O:28]1[CH2:29][CH2:30][O:31][CH2:32][CH2:33]1.[OH2:27]>>[ClH:34].[NH2:8][CH:9]([CH2:10][CH2:11][C:12](=[O:13])[NH2:14])[C:15](=[O:16])[NH:17][CH2:18][CH2:19][CH2:20][c:21]1[cH:22][cH:23][cH:24][cH:25][cH:26]1. Reactants: [H-].[Na+] (sodium hydride), ClC1=CC(=C(C=O)C=C1)O (4-Chloro-2-hydroxybenzaldehyde), C(C)OC(C(=C)P(=O)(OCC)OCC)=O (2-diethylphosphonoacrylic acid ethyl ester). Solvent: O1CCCC1 (tetrahydrofuran), O1CCCC1 (tetrahydrofuran). Run at time 2 hour. Product: C(C)OC(=O)C=1COC2=CC(=CC=C2C1)Cl (7-chloro-2H-chromene-3-carboxylic acid ethyl ester). Yield: 31.8%. Reaction SMILES: [Cl:1][C:2]1[CH:9]=[CH:8][C:5]([CH:6]=O)=[C:4]([OH:10])[CH:3]=1.[H-].[Na+].[CH2:13]([O:15][C:16](=[O:27])[C:17](P(OCC)(OCC)=O)=[CH2:18])[CH3:14]>O1CCCC1>[CH2:13]([O:15][C:16]([C:17]1[CH2:18][O:10][C:4]2[C:5]([CH:6]=1)=[CH:8][CH:9]=[C:2]([Cl:1])[CH:3]=2)=[O:27])[CH3:14] |f:1.2|. Reported procedure: 4-Chloro-2-hydroxybenzaldehyde (Acta. Chem. Scand., vol. 53, p. 258 (1999)) (510 mg) was dissolved in tetrahydrofuran (40 mL), and sodium hydride (60% in oil, 157 mg) was added thereto, followed by stirring at room temperature for 2 hours. To the reaction mixture was added a solution of 2-diethylphosphonoacrylic acid ethyl ester (J. Org. Chem., vol. 43, p. 1256 (1978)) (769 mg) in tetrahydrofuran (10 mL), and the thus-obtained mixture was stirred at room temperature for 2 hours, followed by heat... Starting materials: CN1C(CC[C@@]2(C3=C(CC[C@@H]12)C=C(C=C3)Br)C)=O ((+)-(4aR)-(10bR)-4-methyl-8-bromo-10b-methyl-1,2,3,4,4a,5,6,10b-octahydrobenzo[f]quinolin-3-one), C(C)B(C=1C=NC=CC1)CC (diethyl(3-pyridyl)borane), [OH-].[K+] (potassium hydroxide), COCCOC (DME). Reagents/catalysts: [Br-].C(CCC)[N+](CCCC)(CCCC)CCCC (tetrabutylammonium bromide), [Pd].C1(=CC=CC=C1)P(C1=CC=CC=C1)C1=CC=CC=C1.C1(=CC=CC=C1)P(C1=CC=CC=C1)C1=CC=CC=C1.C1(=CC=CC=C1)P(C1=CC=CC=C1)C1=CC=CC=C1.C1(=CC=CC=C1)P(C1=CC=CC=C1)C1=CC=CC=C1 (tetrakis (triphenylphosphine) palladium (0)). Solvent: O (water). Yields the product CN1C(CC[C@@]2(C3=C(CC[C@@H]12)C=C(C=C3)C=3C=NC=CC3)C)=O ((+)-(4aR)-(10bR)-4-methyl-8-(3-pyridyl)-10b-methyl-1,2,3,4,4a,5,6,10b-octahydrobenzo[f]quinolin-3-one). The yield is 56.2%. As a reaction SMILES: [CH3:1][N:2]1[C@H:11]2[C@@:6]([CH3:17])([C:7]3[CH:15]=[CH:14][C:13](Br)=[CH:12][C:8]=3[CH2:9][CH2:10]2)[CH2:5][CH2:4][C:3]1=[O:18].C(B(CC)[C:22]1[CH:23]=[N:24][CH:25]=[CH:26][CH:27]=1)C.[OH-].[K+].COCCOC>[Br-].C([N+](CCCC)(CCCC)CCCC)CCC.O.[Pd].C1(P(C2C=CC=CC=2)C2C=CC=CC=2)C=CC=CC=1.C1(P(C2C=CC=CC=2)C2C=CC=CC=2)C=CC=CC=1.C1(P(C2C=CC=CC=2)C2C=CC=CC=2)C=CC=CC=1.C1(P(C2C=CC=CC=2)C2C=CC=CC=2)C=CC=CC=1>[CH3:1][N:2]1[C@H:11]2[C@@:6]([CH3:17])([C:7]3[CH:15]=[CH:14][C:13]([C:22]4[CH:23]=[N:24][CH:25]=[CH:26][CH:27]=4)=[CH:12][C:8]=3[CH2:9][CH2:10]2)[CH2:5][CH2:4][C:3]1=[O:18] |f:2.3,5.6,8.9.10.11.12|. Procedure: A 15 mL round bottom flask was charged with (+)-(4aR)-(10bR)-4-methyl-8-bromo-10b-methyl-1,2,3,4,4a,5,6,10b-octahydrobenzo[f]quinolin-3-one (200 mg, 0.65 mmol), tetrakis (triphenylphosphine) palladium (0) (30 mg, 0.03 mmol), tetrabutylammonium bromide (17 mg, 0.05 mmol), diethyl(3-pyridyl)borane (148 mg, 0.98 mmol), powdered potassium hydroxide (85 mg, 1.4 mmol) and 3 mL of DME, fitted with a reflux condenser, and the stirred mixture was heated at 80°, under nitrogen, for 24 h. The mixture was c... Procedure details: A stirred mixture of 2-chloro-3-nitropyridine (1.00 g, 0.00631 mol) in absolute EtOH (17 ml), under nitrogen, was treated, dropwise during 10 minutes, with 3.86 g (0.0214 mol) of 25% aqueous dimethylamine and kept at ambient temperature (25° C.) for 30 minutes. The mixture was mixed with water and extracted with EtOAc. The extract was washed with water, dried (MgSO4) and concentrated to give 1.05 g of the titled product, a yellow oil. As a reaction SMILES: Cl[C:2]1[C:7]([N+:8]([O-:10])=[O:9])=[CH:6][CH:5]=[CH:4][N:3]=1.[CH3:11][NH:12][CH3:13].O>CCO>[CH3:11][N:12]([CH3:13])[C:2]1[C:7]([N+:8]([O-:10])=[O:9])=[CH:6][CH:5]=[CH:4][N:3]=1. Yields the product CN(C1=NC=CC=C1[N+](=O)[O-])C (2-(Dimethylamino)-3-nitropyridine). The yield is 99.5%. Solvent: CCO (EtOH). Starting materials: CNC (dimethylamine), ClC1=NC=CC=C1[N+](=O)[O-] (2-chloro-3-nitropyridine), O (water).